The task is: describe an organic reaction: reactants, conditions, products, and yield. This data is from the Open Reaction Database (ORD), a public repository of structured organic reaction records. Starting materials: C(C)(=O)O[BH-](OC(C)=O)OC(C)=O.[Na+] (Sodium triacetoxyborohydride), BrC=1C=C(C(=NC1)C=1CCNCC1)C (5-bromo-3-methyl-1′,2′,3′,6′-tetrahydro-2,4′-bipyridine), O1CCC(CC1)=O (tetrahydro-4H-pyran-4-one), aqueous solution, [OH-].[Na+] (sodium hydroxide). The solvent is O1CCCC1 (tetrahydrofuran), CCCCCC (n-hexane). The product is BrC=1C=C(C(=NC1)C=1CCN(CC1)C1CCOCC1)C (5-bromo-3-methyl-1′-(tetrahydro-2H-pyran-4-yl)-1′,2′,3′,6′-tetrahydro-2,4′-bipyridine). The yield is 44.5%. As a reaction SMILES: C(O[BH-](OC(=O)C)OC(=O)C)(=O)C.[Na+].[Br:15][C:16]1[CH:17]=[C:18]([CH3:28])[C:19]([C:22]2[CH2:23][CH2:24][NH:25][CH2:26][CH:27]=2)=[N:20][CH:21]=1.[O:29]1[CH2:34][CH2:33][C:32](=O)[CH2:31][CH2:30]1.[OH-].[Na+]>O1CCCC1.CCCCCC>[Br:15][C:16]1[CH:17]=[C:18]([CH3:28])[C:19]([C:22]2[CH2:23][CH2:24][N:25]([CH:32]3[CH2:33][CH2:34][O:29][CH2:30][CH2:31]3)[CH2:26][CH:27]=2)=[N:20][CH:21]=1 |f:0.1,4.5|. Procedure details: Sodium triacetoxyborohydride (5.25 g) was added at room temperature to a solutions of 5-bromo-3-methyl-1′,2′,3′,6′-tetrahydro-2,4′-bipyridine (5.23 g) and tetrahydro-4H-pyran-4-one (2.07 g) in tetrahydrofuran (50 ml) and n-hexane (20 ml), and stirred at the same temperature. After completion of the reaction, 1N aqueous solution of sodium hydroxide was added under ice cooling and extracted with chloroform. The organic layer was dried over anhydrous sodium sulfate and concentrated. The resulting r...